From a dataset of the Open Reaction Database (ORD), a public repository of structured organic reaction records. describe an organic reaction: reactants, conditions, products, and yield The product is C(=O)(O)C1=CC=C(C=C1)N1N=C(C(C=C1C)=O)C(=O)O (1-(4-Carboxyphenyl)-1,4-dihydro-4-oxo-6-methylpyridazine-3-carboxylic Acid). Reaction SMILES: [C:1]([C:5]1[CH:11]=[CH:10][C:8]([NH2:9])=[CH:7][CH:6]=1)([O:3]C)=[O:2].Cl.[N:13]([O-])=O.[Na+].[OH:17][C:18]1[CH:23]=[C:22]([CH3:24])[O:21][C:20](=[O:25])[CH:19]=1.C(=O)([O-])[O-].[Na+].[Na+]>O>[C:1]([C:5]1[CH:11]=[CH:10][C:8]([N:9]2[C:22]([CH3:24])=[CH:23][C:18](=[O:17])[C:19]([C:20]([OH:21])=[O:25])=[N:13]2)=[CH:7][CH:6]=1)([OH:3])=[O:2] |f:2.3,5.6.7|. The reactants are N(=O)[O-].[Na+] (sodium nitrite), ice, OC1=CC(OC(=C1)C)=O (4-hydroxy-6-methyl pyr-2-one), C([O-])([O-])=O.[Na+].[Na+] (sodium carbonate), ice, Cl (hydrochloric acid), C(=O)(OC)C1=CC=C(N)C=C1 (4-carbomethoxy aniline). Reported procedure: To an ice cooled suspension of 11.33 g (0.075 mol) 4-carbomethoxy aniline in 40 ml of water there is added 30 ml of 12N hydrochloric acid. The suspension is cooled to 0° C. and to it there is added 5.7 g (0.0825 mol) of sodium nitrite in 15 ml of water, dropwise. The solution formed is added to an ice cooled solution of 9.45 g (0.075 mol) 4-hydroxy-6-methyl pyr-2-one and 33 g (0.3075 mol) of sodium carbonate in 190 ml of water (considerable foaming is observed). The suspension is stirred at 5° C... Isolated yield 63.7%. Run at temperature 0 celsius, time 1 hour. Solvent: O (water), O (water), O (water). The reactants are C(C)OP(=O)(CCCCCCN1C(C=2C(C1=O)=CC=CC2)=O)NC2C(N([C@H](SC2)C2=CC=CC=C2)CC(=O)OCC)=O ((R)-dihydro-5-[[ethoxy(6-phthalimidohexyl)phosphinyl]amino]-4-oxo-2-phenyl-2H-1,3-thiazine-3(4H)-acetic acid, ethyl ester), O.NN (hydrazine hydrate). The solvent is C1(=CC=CC=C1)C (toluene), O1CCOCC1 (dioxane). Yields the product NCCCCCCP(=O)(OCC)NC1C(N([C@H](SC1)C1=CC=CC=C1)CC(=O)OCC)=O ((R)-dihydro-5-[[(6-aminohexyl)ethoxyphosphinyl]amino]-4-oxo-2-phenyl-2H-1,3-thiazine-3(4H)-acetic acid, ethyl ester). RXN SMILES: [CH2:1]([O:3][P:4]([NH:23][CH:24]1[CH2:29][S:28][C@H:27]([C:30]2[CH:35]=[CH:34][CH:33]=[CH:32][CH:31]=2)[N:26]([CH2:36][C:37]([O:39][CH2:40][CH3:41])=[O:38])[C:25]1=[O:42])([CH2:6][CH2:7][CH2:8][CH2:9][CH2:10][CH2:11][N:12]1C(=O)C2=CC=CC=C2C1=O)=[O:5])[CH3:2].O.NN>O1CCOCC1.C1(C)C=CC=CC=1>[NH2:12][CH2:11][CH2:10][CH2:9][CH2:8][CH2:7][CH2:6][P:4]([NH:23][CH:24]1[CH2:29][S:28][C@H:27]([C:30]2[CH:35]=[CH:34][CH:33]=[CH:32][CH:31]=2)[N:26]([CH2:36][C:37]([O:39][CH2:40][CH3:41])=[O:38])[C:25]1=[O:42])([O:3][CH2:1][CH3:2])=[O:5] |f:1.2|. Reported procedure: A solution of (R)-dihydro-5-[[ethoxy(6-phthalimidohexyl)phosphinyl]amino]-4-oxo-2-phenyl-2H-1,3-thiazine-3(4H)-acetic acid, ethyl ester in dioxane is treated with hydrazine hydrate and stirred at room temperature under argon. After the reaction is completed, the mixture is diluted with toluene and the solvents decanted. The residue is triturated with methylene chloride and filtered. The combined filtrate is evaporated to dryness to give (R)-dihydro-5-[[(6-aminohexyl)ethoxyphosphinyl]amino]-4-oxo... The reactants are O([Si](C)(C)C(C)(C)C)CCC1OC2=C(NC1=O)C=C(C=C2)OC (2-(2-tert-butyldimethylsiloxyethyl)-3,4-dihydro-6-methoxy-3-oxo-2H-1,4-benzoxazine), [K+].[Br-] (KBr), ClC=1C=C(CBr)C=CC1 (3-chlorobenzyl bromide), CCO.O (EtOH water). The solvent is O (H2O). Yields the product ClC=1C=C(CN2C(C(OC3=C2C=C(C=C3)OC)CCO)=O)C=CC1 (4-(3-Chlorobenzyl)-3,4-dihydro-2-(2-hydroxyethyl)-3-oxo-6-methoxy 2H-1,4-benzoxazine). As a reaction SMILES: [O:1]([CH2:9][CH2:10][CH:11]1[C:16](=[O:17])[NH:15][C:14]2[CH:18]=[C:19]([O:22][CH3:23])[CH:20]=[CH:21][C:13]=2[O:12]1)[Si](C(C)(C)C)(C)C.[Cl:24][C:25]1[CH:26]=[C:27]([CH:30]=[CH:31][CH:32]=1)[CH2:28]Br.CCO.O.[K+].[Br-]>O>[Cl:24][C:25]1[CH:26]=[C:27]([CH:30]=[CH:31][CH:32]=1)[CH2:28][N:15]1[C:14]2[CH:18]=[C:19]([O:22][CH3:23])[CH:20]=[CH:21][C:13]=2[O:12][CH:11]([CH2:10][CH2:9][OH:1])[C:16]1=[O:17] |f:2.3,4.5|. Procedure: Prepared from 2-(2-tert-butyldimethylsiloxyethyl)-3,4-dihydro-6-methoxy-3-oxo-2H-1,4-benzoxazine by methods F and G, alkylating with 3-chlorobenzyl bromide, in 80% overall yield. Isolated by crystallization from EtOH/water to afford a white powder, MS (Cl) 348 (MH+); IR (KBr) 3501, 3053, 3021, 2959, 2933, 2876, 2838, 1664, 1618, 1600, 1575, 1512, 1466, 1445, 1435, 1390, 1361, 1337, 1313, 1272, 1237, 1201, 1173, 1107, 1078, 1049, 1030 cm-1 ; 1H NMR (CDCl3) δ 7.27-7.20 (m, 3H), 7.13 (m, 1H), 6.94 ... Reactants: C(C)OC(NN=CC=1N=C(NC1C)C1=CC=CC=C1)=O (3-[(5-methyl-2-phenyl-4-imidazolyl)-methylene]carbazic acid ethyl ester). Run in C1(=CC=CC=C1)OC1=CC=CC=C1 (diphenyl ether), petroleum ether. Reaction conditions: time 20 minute. Yields the product CC=1N=C(N2C(NN=CC21)=O)C2=CC=CC=C2 (8-Methyl-6-phenylimidazo[1,5-d]-as-triazin-4(3H)-one). RXN SMILES: C([O:3][C:4](=O)[NH:5][N:6]=[CH:7][C:8]1[N:9]=[C:10]([C:14]2[CH:19]=[CH:18][CH:17]=[CH:16][CH:15]=2)[NH:11][C:12]=1[CH3:13])C>C1(OC2C=CC=CC=2)C=CC=CC=1>[CH3:13][C:12]1[N:11]=[C:10]([C:14]2[CH:19]=[CH:18][CH:17]=[CH:16][CH:15]=2)[N:9]2[C:8]=1[CH:7]=[N:6][NH:5][C:4]2=[O:3]. Procedure details: A mixture of 3-[(5-methyl-2-phenyl-4-imidazolyl)-methylene]carbazic acid ethyl ester (8.33 g, 0.03 mole) and diphenyl ether (60 ml) is heated with stirring at 215°-230° C for 20 minutes. The reaction mixture is cooled and diluted with petroleum ether (340 ml). The precipitate is collected and recrystallized from benzene (350 ml) to yield the title product, m.p. 182°-184.5° C. Reactants: O=C([O-])[O-], COC(=O)CCc1ccc(Oc2cccc(Br)c2)cc1C, CC(C)(C)C(=O)CC(=O)C(C)(C)C, CN1CCCC1=O, Oc1ccc(Cl)cc1Oc1ccccc1F, Cl[Cu], [Cs+], [Cs+]. Product: COC(=O)CCc1ccc(Oc2cccc(Oc3ccc(Cl)cc3Oc3ccccc3F)c2)cc1C. RXN SMILES: [C:51](=[O:52])([O-:53])[O-:54].[CH3:1][O:2][C:3]([CH2:4][CH2:5][c:6]1[c:7]([CH3:20])[cH:8][c:9]([O:12][c:13]2[cH:14][c:15]([Br:19])[cH:16][cH:17][cH:18]2)[cH:10][cH:11]1)=[O:21].[CH3:38][C:39]([CH3:40])([C:41](=[O:42])[CH2:43][C:44](=[O:45])[C:46]([CH3:47])([CH3:48])[CH3:49])[CH3:50].[CH3:57][N:58]1[CH2:59][CH2:60][CH2:61][C:62]1=[O:63].[Cl:22][c:23]1[cH:24][c:25]([O:30][c:31]2[c:32]([F:37])[cH:33][cH:34][cH:35][cH:36]2)[c:26]([OH:29])[cH:27][cH:28]1.[Cl:64][Cu:65].[Cs+:55].[Cs+:56]>>[CH3:1][O:2][C:3]([CH2:4][CH2:5][c:6]1[c:7]([CH3:20])[cH:8][c:9]([O:12][c:13]2[cH:14][c:15]([O:29][c:26]3[c:25]([O:30][c:31]4[c:32]([F:37])[cH:33][cH:34][cH:35][cH:36]4)[cH:24][c:23]([Cl:22])[cH:28][cH:27]3)[cH:16][cH:17][cH:18]2)[cH:10][cH:11]1)=[O:21]. The reactants are C=C(OCC)c1ncnc2c1ccn2S(=O)(=O)c1ccc(C)cc1, C1CCOC1, CO. Product: CC(=O)c1ncnc2c1ccn2S(=O)(=O)c1ccc(C)cc1. RXN SMILES: [CH2:1]([CH3:2])[O:3][C:4](=[CH2:5])[c:6]1[c:7]2[c:8]([n:9][cH:10][n:11]1)[n:12]([S:15](=[O:16])(=[O:17])[c:18]1[cH:19][cH:20][c:21]([CH3:24])[cH:22][cH:23]1)[cH:13][cH:14]2.[CH2:25]1[O:26][CH2:27][CH2:28][CH2:29]1.[CH3:30][OH:31]>>[O:3]=[C:4]([CH3:5])[c:6]1[c:7]2[c:8]([n:9][cH:10][n:11]1)[n:12]([S:15](=[O:16])(=[O:17])[c:18]1[cH:19][cH:20][c:21]([CH3:24])[cH:22][cH:23]1)[cH:13][cH:14]2. Starting materials: CCN(CC)CCCCNc1ncc2cc(-c3c(Cl)cccc3Cl)c(N)nc2n1, [H-], [Na+], O=C=Nc1ccccc1, CN(C)C=O. The product is CCN(CC)CCCCNc1ncc2cc(-c3c(Cl)cccc3Cl)c(NC(=O)Nc3ccccc3)nc2n1. As a reaction SMILES: [Cl:1][c:2]1[c:3](-[c:9]2[cH:10][c:11]3[c:12]([n:13][c:14]([NH:17][CH2:18][CH2:19][CH2:20][CH2:21][N:22]([CH2:23][CH3:24])[CH2:25][CH3:26])[n:15][cH:16]3)[n:27][c:28]2[NH2:29])[c:4]([Cl:8])[cH:5][cH:6][cH:7]1.[H-:30].[Na+:31].[O:32]=[C:33]=[N:34][c:35]1[cH:36][cH:37][cH:38][cH:39][cH:40]1.[O:41]=[CH:42][N:43]([CH3:44])[CH3:45]>>[Cl:1][c:2]1[c:3](-[c:9]2[cH:10][c:11]3[c:12]([n:13][c:14]([NH:17][CH2:18][CH2:19][CH2:20][CH2:21][N:22]([CH2:23][CH3:24])[CH2:25][CH3:26])[n:15][cH:16]3)[n:27][c:28]2[NH:29][C:33](=[O:32])[NH:34][c:35]2[cH:36][cH:37][cH:38][cH:39][cH:40]2)[c:4]([Cl:8])[cH:5][cH:6][cH:7]1. Starting materials: ClCC1=CC=C(C=C1)[N+](=O)[O-] (1-chloromethyl-4-nitro-benzene), [I-].[Na+] (sodium iodide), O (Water). Solvent: CC(=O)C (acetone). Product: ICC1=CC=C(C=C1)[N+](=O)[O-] (1-Iodomethyl-4-nitro-benzene). Yield: 95.0%. As a reaction SMILES: Cl[CH2:2][C:3]1[CH:8]=[CH:7][C:6]([N+:9]([O-:11])=[O:10])=[CH:5][CH:4]=1.[I-:12].[Na+].O>CC(C)=O>[I:12][CH2:2][C:3]1[CH:8]=[CH:7][C:6]([N+:9]([O-:11])=[O:10])=[CH:5][CH:4]=1 |f:1.2|. Reported procedure: A suspension of 1-chloromethyl-4-nitro-benzene (10 g, 58.3 mmol) and sodium iodide in acetone (150 ml) was refluxed for 1 h. Water was added until complete dissolution and the mixture extracted with ethyl acetate (4×100 ml). The combined organic layers were extracted with brine, dried over sodium sulfate and concentrated in vacuo yielding 13.9 g (95%) 1-Iodomethyl-4-nitro-benzene as beige crystals. Starting materials: COCCc1cc(Br)cc(OC)c1OC, [Li]CCCC, C1CCOC1, CCOC(C)=O, O=CN1CCOCC1, [Cl-], [NH4+]. Product: COCCc1cc(C=O)cc(OC)c1OC. Reaction SMILES: [Br:1][c:2]1[cH:3][c:4]([CH2:12][CH2:13][O:14][CH3:15])[c:5]([O:10][CH3:11])[c:6]([O:8][CH3:9])[cH:7]1.[CH2:16]([Li:17])[CH2:18][CH2:19][CH3:20].[CH2:31]1[O:32][CH2:33][CH2:34][CH2:35]1.[CH3:36][CH2:37][O:38][C:39](=[O:40])[CH3:41].[CH:21](=[O:22])[N:23]1[CH2:24][CH2:25][O:26][CH2:27][CH2:28]1.[Cl-:29].[NH4+:30]>>[c:2]1([CH:21]=[O:22])[cH:3][c:4]([CH2:12][CH2:13][O:14][CH3:15])[c:5]([O:10][CH3:11])[c:6]([O:8][CH3:9])[cH:7]1.